Dataset: the Open Reaction Database (ORD), a public repository of structured organic reaction records. Task: describe an organic reaction: reactants, conditions, products, and yield Starting materials: C(C(O)C1=CC=CC=C1)(=O)OCC (ethyl mandelate), C(CCCC)O (1-pentanol), C1(=CC=C(C=C1)S(=O)(=O)O)C (p-toluenesulfonic acid). Solvent: C(C)(=O)OCCCC (butyl acetate). Reaction conditions: time 4 hour. The product is C(C(O)C1=CC=CC=C1)(=O)OCCCCC (Pentyl Mandelate). Reaction SMILES: [C:1]([O:11][CH2:12][CH3:13])(=[O:10])[CH:2]([C:4]1[CH:9]=[CH:8][CH:7]=[CH:6][CH:5]=1)[OH:3].[CH2:14](O)[CH2:15][CH2:16]CC.C1(C)C=CC(S(O)(=O)=O)=CC=1>C(OCCCC)(=O)C>[C:1]([O:11][CH2:12][CH2:13][CH2:14][CH2:15][CH3:16])(=[O:10])[CH:2]([C:4]1[CH:9]=[CH:8][CH:7]=[CH:6][CH:5]=1)[OH:3]. Procedure details: A 100 mL three-neck flask, equipped with a magnetic stir bar, a Claisen adapter with a thermocouple and a subsurface nitrogen inlet, and a short path condenser, was charged with 7.94 grams of ethyl mandelate, 40 mL of 1-pentanol, and 0.75 gram of p-toluenesulfonic acid. The reaction was stirred at 120°-132° C. for 4.0 hours with a nitrogen sweep. The reaction mixture was taken up in butyl acetate, extracted with dilute aqueous sodium hydroxide, washed three times with water, dried over magnesium... Starting materials: CO, O=C(NC1(C(=O)OCc2ccccc2)CCCCC1)N1CCOCC1. Product: O=C(NC1(C(=O)O)CCCCC1)N1CCOCC1. RXN SMILES: [CH3:26][OH:27].[O:1]1[CH2:2][CH2:3][N:4]([C:7](=[O:8])[NH:9][C:10]2([C:16](=[O:17])[O:18][CH2:19][c:20]3[cH:21][cH:22][cH:23][cH:24][cH:25]3)[CH2:11][CH2:12][CH2:13][CH2:14][CH2:15]2)[CH2:5][CH2:6]1>>[O:1]1[CH2:2][CH2:3][N:4]([C:7](=[O:8])[NH:9][C:10]2([C:16](=[O:17])[OH:18])[CH2:11][CH2:12][CH2:13][CH2:14][CH2:15]2)[CH2:5][CH2:6]1. RXN SMILES: [C:1]([NH:4][NH:5][C:6]([NH2:8])=[O:7])(N)=[O:2].[CH2:9](N)[CH2:10][CH2:11][CH2:12][CH2:13][CH3:14].Cl>CN1CCCC1=O>[CH2:9]([N:8]1[C:6](=[O:7])[NH:5][NH:4][C:1]1=[O:2])[CH2:10][CH2:11][CH2:12][CH2:13][CH3:14]. Product: C(CCCCC)N1C(NNC1=O)=O (4-(n-hexyl)-1,2,4-triazolidine-3,5-dione), crystals. The solvent is CN1C(CCC1)=O (N-methy pyrrolidone). The reactants are C(=O)(N)NNC(=O)N (hydrazodicarbonamide), C(CCCCC)N (n-hexylamine), Cl (hydrochloric acid). Procedure details: 60 g of hydrazodicarbonamide and 56 g of n-hexylamine are stirred in 100 ml of N-methy pyrrolidone for 6 hours at 150° C., for 20 hours at 175° C. and for 20 hours at 180° C. The solvent is then distilled off in vacuo and the residue is triturated with 100 ml of 10% sodium hydroxide solution. The deposit is isolated by filtration under suction and the filtrate is neutralised with 10% hydrochloric acid. A deposit is precipitated and is isolated by filtration under suction, washed with water and d... Starting materials: C(C1=CC=CC=C1)NC=1C(=C(C(=O)NCC=2C(NC(=CC2C)C)=O)C=CC1)C(F)(F)F (3-(benzylamino)-N-[(4,6-dimethyl-2-oxo-1,2-dihydropyridin-3-yl)methyl]-2-(trifluoromethyl)benzamide), C(C)=O (acetaldehyde), C(C)(=O)O[BH-](OC(C)=O)OC(C)=O.[Na+] (sodium triacetoxyborohydride), C(=O)(O)[O-].[Na+] (NaHCO3), C=O (paraformaldehyde), C(C)(=O)O[BH-](OC(C)=O)OC(C)=O.[Na+] (sodium triacetoxyborohydride), C(C)=O (acetaldehyde), C(C)(=O)O[BH-](OC(C)=O)OC(C)=O.[Na+] (sodium triacetoxyborohydride). Run in ClCCCl (DCE), C(C)(=O)O (acetic acid), O (Water), CC(=O)O (AcOH). Run at time 10 minute. Product: C(C1=CC=CC=C1)N(C=1C(=C(C(=O)NCC=2C(NC(=CC2C)C)=O)C=CC1)C(F)(F)F)C (3-[benzyl(methyl)amino]-N-[(4,6-dimethyl-2-oxo-1,2-dihydropyridin-3-yl)methyl]-2-(trifluoromethyl)benzamide). Yield: 23.5%. As a reaction SMILES: [CH2:1]([NH:8][C:9]1[C:10]([C:28]([F:31])([F:30])[F:29])=[C:11]([CH:25]=[CH:26][CH:27]=1)[C:12]([NH:14][CH2:15][C:16]1[C:17](=[O:24])[NH:18][C:19]([CH3:23])=[CH:20][C:21]=1[CH3:22])=[O:13])[C:2]1[CH:7]=[CH:6][CH:5]=[CH:4][CH:3]=1.C=O.[C:34](O[BH-](OC(=O)C)OC(=O)C)(=O)C.[Na+].C(=O)C.C([O-])(O)=O.[Na+]>ClCCCl.O.CC(O)=O>[CH2:1]([N:8]([CH3:34])[C:9]1[C:10]([C:28]([F:31])([F:29])[F:30])=[C:11]([CH:25]=[CH:26][CH:27]=1)[C:12]([NH:14][CH2:15][C:16]1[C:17](=[O:24])[NH:18][C:19]([CH3:23])=[CH:20][C:21]=1[CH3:22])=[O:13])[C:2]1[CH:3]=[CH:4][CH:5]=[CH:6][CH:7]=1 |f:2.3,5.6|. Procedure: To a solution of 3-(benzylamino)-N-[(4,6-dimethyl-2-oxo-1,2-dihydropyridin-3-yl)methyl]-2-(trifluoromethyl)benzamide (100 mg, 0.23 mmol) in DCE (5 ml) was added acetic acid (27 μl, 0.47 mmol) followed by paraformaldehyde (7 mg, 0.23 mmol) after which the reaction was stirred at room temperature for 10 min. Then sodium triacetoxyborohydride (74 mg, 0.35 mmol) was added in one portion and the reaction was stirred at room temperature for 16 h. Further treatment with acetaldehyde (35 mg), sodium tri... The reactants are CC=1C(=NC=CC1)N (3-methyl-pyridin-2-ylamine), 265b, CC=1C(=NC=CC1)NC(=S)NC(=O)OCC (N-(3-methyl-2-pyridinyl)-N′-carboethoxy-thiourea). Product: CC=1C(=NC=CC1)NC(=S)NC(=O)OCC (N-(3-methyl-2-pyridinyl)-N′-carboethoxy-thiourea), CC=1C=2N(C=CC1)N=C(N2)N (8-Methyl-[1,2,4]triazolo[1,5-a]pyridin-2-ylamine), solid. Yield: 74.0%. RXN SMILES: [CH3:1][C:2]1[C:3]([NH2:8])=[N:4][CH:5]=[CH:6][CH:7]=1.[CH3:9][C:10]1[C:11]([NH:16][C:17]([NH:19][C:20]([O:22][CH2:23][CH3:24])=[O:21])=[S:18])=[N:12][CH:13]=[CH:14][CH:15]=1>>[CH3:9][C:10]1[C:11]([NH:16][C:17]([NH:19][C:20]([O:22][CH2:23][CH3:24])=[O:21])=[S:18])=[N:12][CH:13]=[CH:14][CH:15]=1.[CH3:1][C:2]1[C:3]2[N:4]([N:12]=[C:11]([NH2:16])[N:8]=2)[CH:5]=[CH:6][CH:7]=1. Procedure details: N-(3-methyl-2-pyridinyl)-N′-carboethoxy-thiourea was prepared from 3-methyl-pyridin-2-ylamine (3.93 g, 0.0363 mol) in a manner analogous to Example 2a. Product was isolated as a yellow solid. 265b) 8-Methyl-[1,2,4]triazolo[1,5-a]pyridin-2-ylamine was prepared from N-(3-methyl-2-pyridinyl)-N′-carboethoxy-thiourea (8.6 g, 36 mmol) in a manner analogous to Example 2b. Product was isolated as an off-white solid (3.96 g, 74%). 1H NMR (400 MHz, (D3C)2SO, δ, ppm): 8.36 (d, J=6.6 Hz, 1H), 7.21 (d, J=6.8... The product is C12(CC3CC(CC(C1)C3)C2)C2=C(C=C3CCNCC3=C2)OC(C)C (7-(1-Admantyl)-6-isopropoxy-1,2,3,4-tetrahydroisoquinoline). RXN SMILES: [C:1]12([C:11]3[CH:16]=[CH:15][C:14]([CH2:17][CH2:18][NH2:19])=[CH:13][C:12]=3[O:20][CH:21]([CH3:23])[CH3:22])[CH2:10][CH:5]3[CH2:6][CH:7]([CH2:9][CH:3]([CH2:4]3)[CH2:2]1)[CH2:8]2.[CH:24](O)=O>>[C:1]12([C:11]3[CH:16]=[C:15]4[C:14]([CH2:17][CH2:18][NH:19][CH2:24]4)=[CH:13][C:12]=3[O:20][CH:21]([CH3:23])[CH3:22])[CH2:2][CH:3]3[CH2:9][CH:7]([CH2:6][CH:5]([CH2:4]3)[CH2:10]1)[CH2:8]2. Starting materials: C12(CC3CC(CC(C1)C3)C2)C2=C(C=C(C=C2)CCN)OC(C)C (2-(4-(1-admantyl)-3-isopropoxyphenyl)ethanamine), C(=O)O (HCOOH). Reported procedure: To a solution of the product of Step E (0.4 g, 0.78 mmol) in HCOOH (3 ml) (CH2O)n (0.026 g, 0.87 mmol) was added and the mixture was stirred for 18 h at 60° C. This was evaporated to dryness and the residue was purified by FCC (SiO2) to give the desired product (0.17 g, 41%), as light yellow paste. 1H-NMR (CDCl3) 1.36 (d, 6H, J=6 Hz); 1.74 (s, 6H); 2.03 (s, 3H); 2.08 (s, 6H); 2.7 (tr, 2H, J=5.91 Hz); 3.10 (tr, 2H, J=5.99 Hz); 3.91 (5, 2H); 4.55-4.64 (m, 1H); 6.53 (s, 1H); 6.82 (s, 1H). Conditions: temperature 60 celsius, time 18 hour. The yield is 67.0%. Starting materials: CCOC(=O)N1CCC(NS(=O)(=O)c2ccc(CN)c3ccccc23)CC1, Cc1ccccc1C(=O)Cl, CN(C)c1ccncc1, c1ccncc1. The product is CCOC(=O)N1CCC(NS(=O)(=O)c2ccc(CNC(=O)c3ccccc3C)c3ccccc23)CC1. As a reaction SMILES: [CH2:1]([CH3:2])[O:3][C:4](=[O:5])[N:6]1[CH2:7][CH2:8][CH:9]([NH:12][S:13](=[O:14])(=[O:15])[c:16]2[cH:17][cH:18][c:19]([CH2:26][NH2:27])[c:20]3[cH:21][cH:22][cH:23][cH:24][c:25]23)[CH2:10][CH2:11]1.[CH3:34][c:35]1[c:36]([C:37](=[O:38])[Cl:39])[cH:40][cH:41][cH:42][cH:43]1.[CH3:44][N:45]([CH3:46])[c:47]1[cH:48][cH:49][n:50][cH:51][cH:52]1.[cH:28]1[cH:29][cH:30][n:31][cH:32][cH:33]1>>[CH2:1]([CH3:2])[O:3][C:4](=[O:5])[N:6]1[CH2:7][CH2:8][CH:9]([NH:12][S:13](=[O:14])(=[O:15])[c:16]2[cH:17][cH:18][c:19]([CH2:26][NH:27][C:37]([c:36]3[c:35]([CH3:34])[cH:43][cH:42][cH:41][cH:40]3)=[O:38])[c:20]3[cH:21][cH:22][cH:23][cH:24][c:25]23)[CH2:10][CH2:11]1. Reactants: [BH4-].[Li+] (lithium borohydride), C(C1=CC=CC=C1)N1C(C=C(N2C1=NC=1N(C(N(C(C21)=O)C)=O)C)O)=O (9-benzyl-1,3-dimethyl-6-hydroxy-pyrimido[2,1-f]purine-2,4,8(1H,3H,9H)-trione), Cl (hydrochloric acid). Solvent: O1CCOCC1 (1,4-dioxan). Conditions: time 0.5 hour. Yields the product C(C1=CC=CC=C1)N1C(C=C(N2C1=NC=1N(CN(C(C21)=O)C)C)O)=O (9-Benzyl-2,3-dihydro-1,3-dimethyl-6-hydroxy-pyrimido[2,1-f]purine-4,8(1H,9H)-dione). Reaction SMILES: [CH2:1]([N:8]1[C:13]2=[N:14][C:15]3[N:16]([CH3:24])[C:17](=O)[N:18]([CH3:22])[C:19](=[O:21])[C:20]=3[N:12]2[C:11]([OH:25])=[CH:10][C:9]1=[O:26])[C:2]1[CH:7]=[CH:6][CH:5]=[CH:4][CH:3]=1.[BH4-].[Li+].Cl>O1CCOCC1>[CH2:1]([N:8]1[C:13]2=[N:14][C:15]3[N:16]([CH3:24])[CH2:17][N:18]([CH3:22])[C:19](=[O:21])[C:20]=3[N:12]2[C:11]([OH:25])=[CH:10][C:9]1=[O:26])[C:2]1[CH:7]=[CH:6][CH:5]=[CH:4][CH:3]=1 |f:1.2|. Procedure: To a suspension of 395 g (1.12 moles) of 9-benzyl-1,3-dimethyl-6-hydroxy-pyrimido[2,1-f]purine-2,4,8(1H,3H,9H)-trione in 10.5 liters of dry 1,4-dioxan, add 68.1 g (3.14 moles) of lithium borohydride in portions. Maintain the reaction temperature at 20°-25° C. by controlling the rate of addition and by use of a cooling bath as needed. Stir the mixture at room temperature for 0.5 hour, then reflux for 18 hours. Remove a portion of the solvent under reduced pressure, and purge the system with nitro... The reactants are OC=1C(=CC(=C2CCC(C12)=NO)C)C(C=C)C1=CC=CC=C1 (2,3-dihydro-7-hydroxy-4-methyl-6-(1-phenyl-2-propenyl)-1H-inden-1-one oxime), [H][H] (hydrogen), Cl (hydrogen chloride). Reagents/catalysts: [Pt]=O (platinum oxide). Solvent: C(C)(=O)O (acetic acid), C(C)O (ethanol), C(C)O (ethanol). Product: Cl.NC1CCC2=C(C=C(C(=C12)O)C(CC)C1=CC=CC=C1)C (1-amino-2,3-dihydro-7-hydroxy-4-methyl-6-(1-phenylpropyl)-1H-indene hydrochloride). RXN SMILES: [OH:1][C:2]1[C:3]([CH:14]([C:17]2[CH:22]=[CH:21][CH:20]=[CH:19][CH:18]=2)[CH:15]=[CH2:16])=[CH:4][C:5]([CH3:13])=[C:6]2[C:10]=1[C:9](=[N:11]O)[CH2:8][CH2:7]2.[H][H].[ClH:25]>C(O)(=O)C.C(O)C.[Pt]=O>[ClH:25].[NH2:11][CH:9]1[C:10]2[C:6](=[C:5]([CH3:13])[CH:4]=[C:3]([CH:14]([C:17]3[CH:18]=[CH:19][CH:20]=[CH:21][CH:22]=3)[CH2:15][CH3:16])[C:2]=2[OH:1])[CH2:7][CH2:8]1 |f:6.7|. Procedure details: 2.93 Grams of 2,3-dihydro-7-hydroxy-4-methyl-6-(1-phenyl-2-propenyl)-1H-inden-1-one oxime and 0.293 g of platinum oxide were suspended in 200 ml of acetic acid, then the suspension was reduced at room temperature under 3 atmospheric hydrogen pressure for 8 hours. After the completion of hydrogenation, the catalyst was removed by filtration, and the filtrate thus obtain was concentrated to dryness under a reduced pressure. The residue thus obtained was dissolved in 100 ml of ethanol and the pH of... Starting materials: CCOC(=O)C(C)Br, Oc1ccc(F)cc1Br, O=C([O-])[O-], C1CCOC1, [I-], [K+], [K+], [K+], O. Product: CCOC(=O)C(C)Oc1ccc(F)cc1Br. Reaction SMILES: [Br:16][CH:17]([C:18](=[O:19])[O:20][CH2:21][CH3:22])[CH3:23].[Br:1][c:2]1[c:3]([OH:9])[cH:4][cH:5][c:6]([F:8])[cH:7]1.[C:10](=[O:11])([O-:12])[O-:13].[CH2:26]1[O:27][CH2:28][CH2:29][CH2:30]1.[I-:25].[K+:14].[K+:15].[K+:24].[OH2:31]>>[Br:1][c:2]1[c:3]([O:9][CH:17]([C:18](=[O:19])[O:20][CH2:21][CH3:22])[CH3:23])[cH:4][cH:5][c:6]([F:8])[cH:7]1.